Task: describe an organic reaction: reactants, conditions, products, and yield. Dataset: the Open Reaction Database (ORD), a public repository of structured organic reaction records Reactants: C(C1=CC=CC=C1)OC=1C=CC=2C3=C(NC2C1)C(=CC(=N3)C3=CC=CC=C3)C(=O)N (7-(benzyloxy)-2-phenyl-5H-pyrido[3,2-b]indole-4-carboxamide), C(=O)[O-].[NH4+] (ammonium formate). Reagents/catalysts: [Pd] (Pd on carbon). The solvent is C(C)O (ethanol). Product: OC=1C=CC=2C3=C(NC2C1)C(=CC(=N3)C3=CC=CC=C3)C(=O)N (7-hydroxy-2-phenyl-5H-pyrido[3,2-b]indole-4-carboxamide). Isolated yield 97.0%. As a reaction SMILES: C([O:8][C:9]1[CH:10]=[CH:11][C:12]2[C:13]3[N:21]=[C:20]([C:22]4[CH:27]=[CH:26][CH:25]=[CH:24][CH:23]=4)[CH:19]=[C:18]([C:28]([NH2:30])=[O:29])[C:14]=3[NH:15][C:16]=2[CH:17]=1)C1C=CC=CC=1.C([O-])=O.[NH4+]>C(O)C.[Pd]>[OH:8][C:9]1[CH:10]=[CH:11][C:12]2[C:13]3[N:21]=[C:20]([C:22]4[CH:27]=[CH:26][CH:25]=[CH:24][CH:23]=4)[CH:19]=[C:18]([C:28]([NH2:30])=[O:29])[C:14]=3[NH:15][C:16]=2[CH:17]=1 |f:1.2|. Reported procedure: A mixture of 7-(benzyloxy)-2-phenyl-5H-pyrido[3,2-b]indole-4-carboxamide (880 mg, 2.237 mmol), 10% Pd on carbon (400 mg) and ammonium formate (705 mg, 11.2 mmol) in ethanol (50 mL) was heated at reflux for 1 hr. Filtration followed by removal of the solvent from the filtrate left 7-hydroxy-2-phenyl-5H-pyrido[3,2-b]indole-4-carboxamide (658 mg, 2.17 mmol, 97% yield) as a yellow solid. MS (ESI) m/z 304.0 (M+H). 1H NMR (500 MHz, DMSO-d6) d ppm 11.30 (1H, br. s.), 9.77 (1H, br. s.), 8.54 (1H, br. s.... The solvent is CN(C=O)C (dimethylformamide). As a reaction SMILES: Br[CH:2]1[C:8]2[C:9]([C:12]3[CH:17]=[CH:16][C:15]([Cl:18])=[CH:14][CH:13]=3)=[N:10][O:11][C:7]=2[CH2:6][CH:5]([C:19]([O:21][CH3:22])=[O:20])[CH2:4][CH2:3]1.[CH3:23][S-:24].[Na+]>CN(C)C=O>[Cl:18][C:15]1[CH:16]=[CH:17][C:12]([C:9]2[C:8]3[C@H:2]([S:24][CH3:23])[CH2:3][CH2:4][C@H:5]([C:19]([O:21][CH3:22])=[O:20])[CH2:6][C:7]=3[O:11][N:10]=2)=[CH:13][CH:14]=1.[Cl:18][C:15]1[CH:16]=[CH:17][C:12]([C:9]2[C:8]3[C@H:2]([S:24][CH3:23])[CH2:3][CH2:4][C@@H:5]([C:19]([O:21][CH3:22])=[O:20])[CH2:6][C:7]=3[O:11][N:10]=2)=[CH:13][CH:14]=1 |f:1.2|. Starting materials: cis/trans mixture, BrC1CCC(CC2=C1C(=NO2)C2=CC=C(C=C2)Cl)C(=O)OC (methyl 4-bromo-3-(4-chlorophenyl)-5,6,7,8-tetrahydro-4H-cyclohept[d]isoxazole-7-carboxylate), C[S-].[Na+] (sodium methanethiolate). Yields the product ClC1=CC=C(C=C1)C1=NOC2=C1[C@@H](CC[C@@H](C2)C(=O)OC)SC (methyl cis-3-(4-chlorophenyl)-5,6,7,8-tetrahydro-4-methylthio-4H-cyclohept[d]isoxazole-7-carboxylate), ClC1=CC=C(C=C1)C1=NOC2=C1[C@@H](CC[C@H](C2)C(=O)OC)SC (methyl trans-3-(4-chlorophenyl)-5,6,7,8-tetrahydro-4-methylthio-4H-cyclohept[d]isoxazole-7-carboxylate). Reported procedure: 0.5 g (1.3 mmol) of a cis/trans mixture of methyl 4-bromo-3-(4-chlorophenyl)-5,6,7,8-tetrahydro-4H-cyclohept[d]isoxazole-7-carboxylate (prepared as described in Example 9) in 5 ml of dry dimethylformamide was stirred, cooled in ice and treated with 0.15 g (2.1 mmol) of sodium methanethiolate. The mixture was stirred at room temperature for 24 hours and then evaporated. The residue was partitioned between water and dichloromethane and the organic phase was dried over magnesium sulfate and evapora... Conditions: time 24 hour. The reactants are BrC(Br)(Br)Br, ClCCl, O=C1NC(=O)C(c2cn3c4c(cccc24)CCC3)=C1c1cn(CCCCO)c2ccccc12, c1ccc(P(c2ccccc2)c2ccccc2)cc1. Yields the product O=C1NC(=O)C(c2cn3c4c(cccc24)CCC3)=C1c1cn(CCCCBr)c2ccccc12. RXN SMILES: [C:53]([Br:54])([Br:55])([Br:56])[Br:57].[Cl:58][CH2:59][Cl:60].[c:1]1([C:13]2=[C:17]([c:18]3[cH:19][n:20]([CH2:27][CH2:28][CH2:29][CH2:30][OH:31])[c:21]4[cH:22][cH:23][cH:24][cH:25][c:26]34)[C:16](=[O:32])[NH:15][C:14]2=[O:33])[cH:2][n:3]2[c:12]3[c:7]([cH:8][cH:9][cH:10][c:11]13)[CH2:6][CH2:5][CH2:4]2.[c:34]1([P:35]([c:36]2[cH:37][cH:38][cH:39][cH:40][cH:41]2)[c:42]2[cH:43][cH:44][cH:45][cH:46][cH:47]2)[cH:48][cH:49][cH:50][cH:51][cH:52]1>>[c:1]1([C:13]2=[C:17]([c:18]3[cH:19][n:20]([CH2:27][CH2:28][CH2:29][CH2:30][Br:54])[c:21]4[cH:22][cH:23][cH:24][cH:25][c:26]34)[C:16](=[O:32])[NH:15][C:14]2=[O:33])[cH:2][n:3]2[c:12]3[c:7]([cH:8][cH:9][cH:10][c:11]13)[CH2:6][CH2:5][CH2:4]2. Starting materials: C=CCOC1CC(NCC(O)C(N)Cc2cc(Cl)cc(Cl)c2)c2cc(OC)ccc21, C=CCC(C(=O)O)N(C)S(=O)(=O)CCC(F)(F)F. The product is C=CCOC1CC(NCC(O)C(Cc2cc(Cl)cc(Cl)c2)NC(=O)C(CC=C)N(C)S(=O)(=O)CCC(F)(F)F)c2cc(OC)ccc21. Reaction SMILES: [CH2:19]([CH:20]=[CH2:21])[O:22][CH:23]1[CH2:24][CH:25]([NH:34][CH2:35][CH:36]([CH:37]([CH2:38][c:39]2[cH:40][c:41]([Cl:46])[cH:42][c:43]([Cl:45])[cH:44]2)[NH2:47])[OH:48])[c:26]2[cH:27][c:28]([O:32][CH3:33])[cH:29][cH:30][c:31]21.[F:1][C:2]([CH2:3][CH2:4][S:5](=[O:6])(=[O:7])[N:8]([CH3:9])[CH:10]([C:11](=[O:12])[OH:13])[CH2:14][CH:15]=[CH2:16])([F:17])[F:18]>>[F:1][C:2]([CH2:3][CH2:4][S:5](=[O:6])(=[O:7])[N:8]([CH3:9])[CH:10]([C:11](=[O:13])[NH:47][CH:37]([CH:36]([CH2:35][NH:34][CH:25]1[CH2:24][CH:23]([O:22][CH2:19][CH:20]=[CH2:21])[c:31]2[c:26]1[cH:27][c:28]([O:32][CH3:33])[cH:29][cH:30]2)[OH:48])[CH2:38][c:39]1[cH:40][c:41]([Cl:46])[cH:42][c:43]([Cl:45])[cH:44]1)[CH2:14][CH:15]=[CH2:16])([F:17])[F:18]. Starting materials: B, O=C(O)c1ccc(CCc2cccc3cncn23)cc1, CC(=O)O, CO, C1CCOC1, C1CCOC1. The product is OCc1ccc(CCc2cccc3cncn23)cc1. As a reaction SMILES: [BH3:37].[C:1](=[O:2])([OH:3])[c:4]1[cH:5][cH:6][c:7]([CH2:8][CH2:9][c:10]2[cH:11][cH:12][cH:13][c:14]3[n:15]2[cH:16][n:17][cH:18]3)[cH:19][cH:20]1.[CH3:21][C:22](=[O:23])[OH:24].[CH3:25][OH:26].[O:27]1[CH2:28][CH2:29][CH2:30][CH2:31]1.[O:32]1[CH2:33][CH2:34][CH2:35][CH2:36]1>>[CH2:1]([OH:2])[c:4]1[cH:5][cH:6][c:7]([CH2:8][CH2:9][c:10]2[cH:11][cH:12][cH:13][c:14]3[n:15]2[cH:16][n:17][cH:18]3)[cH:19][cH:20]1. Starting materials: CN1C(=O)N(c2ccccc2)C2(CCN(Cc3ccccc3)CC2)C1=O, CO, Cl, [H][H]. Product: Cl, CN1C(=O)N(c2ccccc2)C2(CCNCC2)C1=O. As a reaction SMILES: [CH2:1]([c:2]1[cH:3][cH:4][cH:5][cH:6][cH:7]1)[N:8]1[CH2:9][CH2:10][C:11]2([C:12](=[O:24])[N:13]([CH3:23])[C:14](=[O:22])[N:15]2[c:16]2[cH:17][cH:18][cH:19][cH:20][cH:21]2)[CH2:25][CH2:26]1.[CH3:30][OH:31].[ClH:27].[H:28][H:29]>>[ClH:27].[NH:8]1[CH2:9][CH2:10][C:11]2([C:12](=[O:24])[N:13]([CH3:23])[C:14](=[O:22])[N:15]2[c:16]2[cH:17][cH:18][cH:19][cH:20][cH:21]2)[CH2:25][CH2:26]1.